Dataset: the Open Reaction Database (ORD), a public repository of structured organic reaction records. Task: describe an organic reaction: reactants, conditions, products, and yield The reactants are C(C)(C)(C)OC(=O)NC(C/C=C/C(=O)O)(C)C ((2E)-5-(tert-butyloxycarbonylamino)-5-methylhex-2-enoic acid), ON1N=NC2=C1N=CC=C2 (1-hydroxy-7-azabenzotriazole), Cl.C(C)N=C=NCCCN(C)C (1-ethyl-3-(3-dimethylaminopropyl)carbodiimide hydrochloride), C(C)(=O)NN(C)C([C@@H](CC1=CC=CC=C1)N(C([C@@H](CC1=CC2=CC=CC=C2C=C1)NC)=O)C)=O ((2R)-N-[(1R)-2-(N'-acetyl-N-methylhydrazino)-1-benzyl-2-oxoethyl]-N-methyl-2-(methylamino)-3-(2-naphthyl)propionamide), C(C)(C)N(CC)C(C)C (diisopropylethylamine). Solvent: C(Cl)Cl (methylene chloride), C(Cl)Cl (methylene chloride). Conditions: temperature 0 celsius, time 8 hour. Yields the product C(C)(C)(C)OC(NC(C\C=C\C(N(C)[C@H](CC1=CC2=CC=CC=C2C=C1)C(N(C)[C@@H](C(=O)N(NC(C)=O)C)CC1=CC=CC=C1)=O)=O)(C)C)=O (((3E)-4-[N-((1R)-1-(N-[(1R)-2-(N'-acetyl-N-methylhydrazino)-1-benzyl-2-oxoethyl]-N-methylcarbamoyl)-2-(2-naphthyl)ethyl)-N-methylcarbamoyl]-1,1-dimethylbut-3-enyl)carbamic acid tert-butyl ester). Yield: 66.3%. As a reaction SMILES: [C:1]([O:5][C:6]([NH:8][C:9]([CH3:17])([CH3:16])[CH2:10]/[CH:11]=[CH:12]/[C:13]([OH:15])=O)=[O:7])([CH3:4])([CH3:3])[CH3:2].ON1C2N=CC=CC=2N=N1.Cl.C(N=C=NCCCN(C)C)C.[C:40]([NH:43][N:44]([C:46](=[O:73])[C@H:47]([N:55]([CH3:72])[C:56](=[O:71])[C@H:57]([NH:69][CH3:70])[CH2:58][C:59]1[CH:68]=[CH:67][C:66]2[C:61](=[CH:62][CH:63]=[CH:64][CH:65]=2)[CH:60]=1)[CH2:48][C:49]1[CH:54]=[CH:53][CH:52]=[CH:51][CH:50]=1)[CH3:45])(=[O:42])[CH3:41].C(N(C(C)C)CC)(C)C>C(Cl)Cl>[C:1]([O:5][C:6](=[O:7])[NH:8][C:9]([CH3:17])([CH3:16])[CH2:10]/[CH:11]=[CH:12]/[C:13](=[O:15])[N:69]([C@@H:57]([C:56](=[O:71])[N:55]([C@H:47]([CH2:48][C:49]1[CH:50]=[CH:51][CH:52]=[CH:53][CH:54]=1)[C:46]([N:44]([CH3:45])[NH:43][C:40](=[O:42])[CH3:41])=[O:73])[CH3:72])[CH2:58][C:59]1[CH:68]=[CH:67][C:66]2[C:61](=[CH:62][CH:63]=[CH:64][CH:65]=2)[CH:60]=1)[CH3:70])([CH3:2])([CH3:3])[CH3:4] |f:2.3|. Procedure details: To a solution of (2E)-5-(tert-butyloxycarbonylamino)-5-methylhex-2-enoic acid (0.066 g, 0.27 mmol) in methylene chloride (5 ml) was added 1-hydroxy-7-azabenzotriazole (0.037 g, 0.27 mmol) and 1-ethyl-3-(3-dimethylaminopropyl)carbodiimide hydrochloride (0.052 g, 0.27 mmol) and the mixture was cooled to 0° C. Then (2R)-N-[(1R)-2-(N'-acetyl-N-methylhydrazino)-1-benzyl-2-oxoethyl]-N-methyl-2-(methylamino)-3-(2-naphthyl)propionamide (0.10 g, 0.22 mmol) and diisopropylethylamine (0.049 ml, 0.29 mmol) ... Reactants: Br, COc1cc(C(C)C)c2c(c1)S(=O)(=O)N(COC(=O)C(C)(C)C)C2=O, CC(=O)O, O. Yields the product COc1cc(C(C)C)c2c(c1)S(=O)(=O)N(CBr)C2=O. As a reaction SMILES: [BrH:26].[C:1]([O:2][CH2:8][N:9]1[S:10](=[O:24])(=[O:25])[c:11]2[c:12]([c:15]([CH:21]([CH3:22])[CH3:23])[cH:16][c:17]([O:19][CH3:20])[cH:18]2)[C:13]1=[O:14])(=[O:3])[C:4]([CH3:5])([CH3:6])[CH3:7].[CH3:27][C:28](=[O:29])[OH:30].[OH2:31]>>[CH2:8]([N:9]1[S:10](=[O:24])(=[O:25])[c:11]2[c:12]([c:15]([CH:21]([CH3:22])[CH3:23])[cH:16][c:17]([O:19][CH3:20])[cH:18]2)[C:13]1=[O:14])[Br:26]. The reactants are FC1=CC2=C(C(=NO2)C2CCNCC2)C=C1 (4-(6-fluoro-1,2-benzisoxazol-3-yl)piperidine), C(=O)([O-])[O-].[K+].[K+] (K2CO3), ClCC#N (2-chloroacetonitrile). Solvent: C(C)#N (acetonitrile). Yields the product FC1=CC2=C(C(=NO2)C2CCN(CC2)CC#N)C=C1 (2-[4-(6-Fluoro-1,2-benzisoxazol-3-yl)-1-piperidinyl]acetonitrile). RXN SMILES: [F:1][C:2]1[CH:16]=[CH:15][C:5]2[C:6]([CH:9]3[CH2:14][CH2:13][NH:12][CH2:11][CH2:10]3)=[N:7][O:8][C:4]=2[CH:3]=1.C([O-])([O-])=O.[K+].[K+].Cl[CH2:24][C:25]#[N:26]>C(#N)C>[F:1][C:2]1[CH:16]=[CH:15][C:5]2[C:6]([CH:9]3[CH2:10][CH2:11][N:12]([CH2:24][C:25]#[N:26])[CH2:13][CH2:14]3)=[N:7][O:8][C:4]=2[CH:3]=1 |f:1.2.3|. Procedure: A mixture of 4-(6-fluoro-1,2-benzisoxazol-3-yl)piperidine (11 g, 50 mmol), K2CO3 (8.5 g, 61.6 mmol) and 2-chloroacetonitrile (5.5 g, 73 mmol) in acetonitrile (250 ml) was heated at reflux for 24 hours. The insolubles were filtered off and rinsed with methylene chloride (DCM). During concentration of the solvents on the rotary evaporator, crystals appeared. The crystals were collected and weighed 5.79 g. The product in the mother liquor was further purified by flash chromatography over a silica g... Starting materials: BrC=1C=C(C=CC1CC)N (3-bromo-4-ethylphenylamine), N(=O)[O-].[Na+] (sodium nitrite). Yields the product BrC=1C=C(C=CC1CC)O (3-Bromo-4-ethylphenol). RXN SMILES: [Br:1][C:2]1[CH:3]=[C:4](N)[CH:5]=[CH:6][C:7]=1[CH2:8][CH3:9].N([O-])=[O:12].[Na+]>>[Br:1][C:2]1[CH:3]=[C:4]([OH:12])[CH:5]=[CH:6][C:7]=1[CH2:8][CH3:9] |f:1.2|. Reported procedure: In a manner similar to that of Example 1(d), by reacting 27 g (135 mmol) of 3-bromo-4-ethylphenylamine with 11 g (162 mmol) of sodium nitrite, and after purification by chromatography on a column of silica eluted with a mixture of heptane and ethyl acetate (90/10), 13 g (49%) of the expected product are obtained in the form of a brown oil. Reactants: C(C)(C)(C)O[C@H](C(=O)OC)C1=C2N3CCC(OCCCC[C@@H](OC=4C=CC(=CC4C4=CC=CC(C5=C(N2C(C(=C1C)CO)=N5)Cl)=C4)F)C)(CC3)C (methyl(2S)-2-(tert-butoxy)-2-[(22S)-8-chloro-17-fluoro-5-(hydroxymethyl)-4,22,28-trimethyl-21,27-dioxa-1,7,34-triazahexacyclo[26.2.2.16,9.110,14.02,7.015,20]tetratriaconta-2,4,6(34),8,10(33),11,13,15(20),16,18-decaen-3-yl]acetate), C(C)(C)(C)O[C@H](C(=O)O)C1=C2N3CCC(OCCCC[C@@H](OC=4C=CC(=CC4C4=CC=CC(C5=C(N2C(C=C1C)=N5)Cl)=C4)C)C)(CC3)C ((2S)-2-(tert-butoxy)-2-[(22S)-8-chloro-4,17,22,28-tetramethyl-21,27-dioxa-1,7,34-triazahexacyclo[26.2.2.16,9.110,14.02,7.015,20]tetratriaconta-2,4,6(34),8,10(33),11,13,15(20),16,18-decaen-3-yl]acetic acid). Product: C(C)(C)(C)O[C@H](C(=O)O)C1=C2N3CCC(OCCCC[C@@H](OC=4C=CC(=CC4C4=CC=CC(C5=C(N2C(C(=C1C)CO)=N5)Cl)=C4)F)C)(CC3)C ((2S)-2-(tert-Butoxy)-2-[(22S)-8-chloro-17-fluoro-5-(hydroxymethyl)-4,22,28-trimethyl-21,27-dioxa-1,7,34-triazahexacyclo[26.2.2.16,9.110,14.02,7.015,20]tetratriaconta-2,4,6(34),8,10(33),11,13,15(20),16,18-decaen-3-yl]acetic acid). Yield: 17.4%. Reaction SMILES: [C:1]([O:5][C@@H:6]([C:11]1[C:40]([CH3:41])=[C:39]([CH2:42][OH:43])[C:38]2=[N:44][C:35]3=[C:36]([Cl:45])[N:37]2[C:12]=1[N:13]1[CH2:50][CH2:49][C:16]([CH3:51])([O:17][CH2:18][CH2:19][CH2:20][CH2:21][C@H:22]([CH3:48])[O:23][C:24]2[CH:25]=[CH:26][C:27]([F:47])=[CH:28][C:29]=2[C:30]2[CH:46]=[C:34]3[CH:33]=[CH:32][CH:31]=2)[CH2:15][CH2:14]1)[C:7]([O:9]C)=[O:8])([CH3:4])([CH3:3])[CH3:2].C(O[C@@H](C1C(C)=CC2=NC3=C(Cl)N2C=1N1CCC(C)(OCCCC[C@H](C)OC2C=CC(C)=CC=2C2C=C3C=CC=2)CC1)C(O)=O)(C)(C)C>>[C:1]([O:5][C@@H:6]([C:11]1[C:40]([CH3:41])=[C:39]([CH2:42][OH:43])[C:38]2=[N:44][C:35]3=[C:36]([Cl:45])[N:37]2[C:12]=1[N:13]1[CH2:14][CH2:15][C:16]([CH3:51])([O:17][CH2:18][CH2:19][CH2:20][CH2:21][C@H:22]([CH3:48])[O:23][C:24]2[CH:25]=[CH:26][C:27]([F:47])=[CH:28][C:29]=2[C:30]2[CH:46]=[C:34]3[CH:33]=[CH:32][CH:31]=2)[CH2:49][CH2:50]1)[C:7]([OH:9])=[O:8])([CH3:4])([CH3:2])[CH3:3]. Procedure details: Prepared in 17.4% yield from methyl(2S)-2-(tert-butoxy)-2-[(22S)-8-chloro-17-fluoro-5-(hydroxymethyl)-4,22,28-trimethyl-21,27-dioxa-1,7,34-triazahexacyclo[26.2.2.16,9.110,14.02,7.015,20]tetratriaconta-2,4,6(34),8,10(33),11,13,15(20),16,18-decaen-3-yl]acetate following the procedure for (2S)-2-(tert-butoxy)-2-[(22S)-8-chloro-4,17,22,28-tetramethyl-21,27-dioxa-1,7,34-triazahexacyclo[26.2.2.16,9.110,14.02,7.015,20]tetratriaconta-2,4,6(34),8,10(33),11,13,15(20),16,18-decaen-3-yl]acetic acid. 1H NMR ... Reactants: [Li]CCCC, CCOCC, CCOC(C)=O, [Cl-], [Cl-], [Cl-], O=C(Cl)CCCl, [I-], [NH4+], C1CCOC1, [Zn+2], c1cocn1. The product is O=C(CCCl)c1ncco1. As a reaction SMILES: [CH2:6]([Li:7])[CH2:8][CH2:9][CH3:10].[CH3:25][CH2:26][O:27][CH2:28][CH3:29].[CH3:33][CH2:34][O:35][C:36](=[O:37])[CH3:38].[Cl-:18].[Cl-:30].[Cl-:32].[Cl:12][CH2:13][CH2:14][C:15](=[O:16])[Cl:17].[I-:11].[NH4+:19].[O:20]1[CH2:21][CH2:22][CH2:23][CH2:24]1.[Zn+2:31].[o:1]1[cH:2][n:3][cH:4][cH:5]1>>[o:1]1[c:2]([C:15]([CH2:14][CH2:13][Cl:12])=[O:16])[n:3][cH:4][cH:5]1. The reactants are CC(C)(C)OC(=O)N1CC(O[Si](C)(C)C(C)(C)C)CCC1CCN1C(=O)COc2ccc(C#N)cc21, C1CCOC1, CCCC[N+](CCCC)(CCCC)CCCC, CCOC(C)=O, [F-]. Product: CC(C)(C)OC(=O)N1CC(O)CCC1CCN1C(=O)COc2ccc(C#N)cc21. As a reaction SMILES: [C:1]([Si:2]([CH3:3])([CH3:4])[O:6][CH:7]1[CH2:8][CH2:9][CH:10]([CH2:20][CH2:21][N:22]2[C:23](=[O:34])[CH2:24][O:25][c:26]3[c:27]2[cH:28][c:29]([C:32]#[N:33])[cH:30][cH:31]3)[N:11]([C:13](=[O:14])[O:15][C:16]([CH3:17])([CH3:18])[CH3:19])[CH2:12]1)([CH3:5])([CH3:35])[CH3:36].[CH2:55]1[O:56][CH2:57][CH2:58][CH2:59]1.[CH3:38][CH2:39][CH2:40][CH2:41][N+:42]([CH2:43][CH2:44][CH2:45][CH3:46])([CH2:47][CH2:48][CH2:49][CH3:50])[CH2:51][CH2:52][CH2:53][CH3:54].[CH3:60][CH2:61][O:62][C:63](=[O:64])[CH3:65].[F-:37]>>[OH:6][CH:7]1[CH2:8][CH2:9][CH:10]([CH2:20][CH2:21][N:22]2[C:23](=[O:34])[CH2:24][O:25][c:26]3[c:27]2[cH:28][c:29]([C:32]#[N:33])[cH:30][cH:31]3)[N:11]([C:13](=[O:14])[O:15][C:16]([CH3:17])([CH3:18])[CH3:19])[CH2:12]1. Reactants: [Al+3], CCOC(=O)c1cnc(-c2ccc(-c3cc(Oc4ccc(S(C)(=O)=O)cc4)cc(OC(C)COC)c3)[nH]2)s1, [H-], [H-], [H-], [H-], [Li+], [Na+], C1CCOC1, [OH-], O. Yields the product COCC(C)Oc1cc(Oc2ccc(S(C)(=O)=O)cc2)cc(-c2ccc(-c3ncc(CO)s3)[nH]2)c1. RXN SMILES: [Al+3:2].[CH3:7][O:8][CH2:9][CH:10]([O:11][c:12]1[cH:13][c:14](-[c:29]2[cH:30][cH:31][c:32](-[c:34]3[s:35][c:36]([C:39](=[O:40])[O:41][CH2:42][CH3:43])[cH:37][n:38]3)[nH:33]2)[cH:15][c:16]([O:18][c:19]2[cH:20][cH:21][c:22]([S:25](=[O:26])(=[O:27])[CH3:28])[cH:23][cH:24]2)[cH:17]1)[CH3:44].[H-:1].[H-:4].[H-:5].[H-:6].[Li+:3].[Na+:47].[O:48]1[CH2:49][CH2:50][CH2:51][CH2:52]1.[OH-:46].[OH2:45]>>[CH3:7][O:8][CH2:9][CH:10]([O:11][c:12]1[cH:13][c:14](-[c:29]2[cH:30][cH:31][c:32](-[c:34]3[s:35][c:36]([CH2:39][OH:40])[cH:37][n:38]3)[nH:33]2)[cH:15][c:16]([O:18][c:19]2[cH:20][cH:21][c:22]([S:25](=[O:26])(=[O:27])[CH3:28])[cH:23][cH:24]2)[cH:17]1)[CH3:44]. Yields the product FC1=CC=C(C=C1)N1NC(N(C(C1)=O)C)=O (Dihydro-1-(4-fluorophenyl)-4-methyl-1,2,4-triazine-3,5-(2H,4H)-dione). As a reaction SMILES: [F:1][C:2]1[CH:7]=[CH:6][C:5]([N:8]([CH2:10][C:11]([O:13]C)=O)[NH2:9])=[CH:4][CH:3]=1.[CH3:15][N:16]=[C:17]=[O:18]>C(#N)C>[F:1][C:2]1[CH:3]=[CH:4][C:5]([N:8]2[CH2:10][C:11](=[O:13])[N:16]([CH3:15])[C:17](=[O:18])[NH:9]2)=[CH:6][CH:7]=1. Procedure: A mixture of methyl [1-(4-fluorophenyl)hydrazino]acetate (2.12 g) and methyl isocyanate (1.63 ml) in acetonitrile (20 ml) was heated under reflux for 3 h. The solvent was removed in vacuo and the residual oil was taken into methanol (20 ml) and treated with a solution of sodium methoxide (from sodium (556 mg) in methanol (30 ml)). After 1 h at 20° the solution was neutralised with acetic acid and the solvent was removed in vacuo. The residue was taken into ethyl acetate (100 ml), washed with pH ... Conditions: time 1 hour. Run in C(C)#N (acetonitrile). Starting materials: FC1=CC=C(C=C1)N(N)CC(=O)OC (methyl [1-(4-fluorophenyl)hydrazino]acetate), CN=C=O (methyl isocyanate). Starting materials: C1CCCCC1, ClCCl, Nc1nc2cc(-c3cccnc3)cc(Cl)n2n1, NC1CCCCC1, Cc1ccccc1. The product is Nc1nc2cc(-c3cccnc3)cc(NC3CCCCC3)n2n1. RXN SMILES: [CH2:25]1[CH2:26][CH2:27][CH2:28][CH2:29][CH2:30]1.[Cl:38][CH2:39][Cl:40].[Cl:8][c:9]1[cH:10][c:11](-[c:19]2[cH:20][n:21][cH:22][cH:23][cH:24]2)[cH:12][c:13]2[n:14]1[n:15][c:16]([NH2:18])[n:17]2.[NH2:1][CH:2]1[CH2:3][CH2:4][CH2:5][CH2:6][CH2:7]1.[c:31]1([CH3:32])[cH:33][cH:34][cH:35][cH:36][cH:37]1>>[NH:1]([CH:2]1[CH2:3][CH2:4][CH2:5][CH2:6][CH2:7]1)[c:9]1[cH:10][c:11](-[c:19]2[cH:20][n:21][cH:22][cH:23][cH:24]2)[cH:12][c:13]2[n:14]1[n:15][c:16]([NH2:18])[n:17]2.